Dataset: the Open Reaction Database (ORD), a public repository of structured organic reaction records. Task: describe an organic reaction: reactants, conditions, products, and yield Reactants: C=CC1=CC=CC=C1 (styrene), C1(\C=C/C(=O)O1)=O (maleic acid anhydride), N(=NC(C#N)(C)C)C(C#N)(C)C (azo-bis-isobutyronitrile). Reagents/catalysts: catalyst 0.5. Solvent: CC(CC)=O (2-butanone). The product is C(=CC1=CC=CC=C1)/C/1=C/C(=O)OC1=O (styrene-maleic acid anhydride). As a reaction SMILES: [CH2:1]=[CH:2][C:3]1[CH:8]=[CH:7][CH:6]=[CH:5][CH:4]=1.[C:9]1(=[O:15])[O:14][C:12](=[O:13])[CH:11]=[CH:10]1.N(C(C)(C)C#N)=NC(C)(C)C#N>CC(=O)CC>[CH:1]([C:10]1=[CH:11][C:12]([O:14][C:9]1=[O:15])=[O:13])=[CH:2][C:3]1[CH:8]=[CH:7][CH:6]=[CH:5][CH:4]=1. Reported procedure: of styrene (2 mol) and 196 gs. of maleic acid anhydride were dissolved in 1600 gs. of 2-butanone, whereafter as catalyst 0.5 gs. of azo-bis-isobutyronitrile was added. The mixture was completely polymerized in a nitrogen atmosphere in a period of approx. 4 hours, while being stirred and heated at approx. 70°-80°C. The dry, solid polymer could be obtained from the solution as a white powdery substance with a melting-point above 200°C by precipitating with methanol, filtering off, rinsing out with... Starting materials: BrC1=C(C=C(C(=C1)CC1=CC=C(C=C1)CC)Cl)O (2-bromo-5-chloro-4-(4-ethylbenzyl)phenol), [H-].[Na+] (NaH), BrCCO (2-bromoethanol). Run in CN(C)C=O (DMF). Run at time 2 hour. Yields the product BrC1=C(OCCO)C=C(C(=C1)CC1=CC=C(C=C1)CC)Cl (2-(2-bromo-5-chloro-4-(4-ethylbenzyl)phenoxy)ethanol). Yield: 81.2%. Reaction SMILES: [Br:1][C:2]1[CH:7]=[C:6]([CH2:8][C:9]2[CH:14]=[CH:13][C:12]([CH2:15][CH3:16])=[CH:11][CH:10]=2)[C:5]([Cl:17])=[CH:4][C:3]=1[OH:18].[H-].[Na+].Br[CH2:22][CH2:23][OH:24]>CN(C=O)C>[Br:1][C:2]1[CH:7]=[C:6]([CH2:8][C:9]2[CH:14]=[CH:13][C:12]([CH2:15][CH3:16])=[CH:11][CH:10]=2)[C:5]([Cl:17])=[CH:4][C:3]=1[O:18][CH2:22][CH2:23][OH:24] |f:1.2|. Procedure details: To a solution of 2-bromo-5-chloro-4-(4-ethylbenzyl)phenol (AT) (3.26 g, 10 mmol) in anhydrous DMF (15 mL), NaH (0.72 g, 30 mmol) was added in portions. The reaction mixture was stirred for 2 h at room temperature, and then 2-bromoethanol (3.75 g, 30 mmol) was added dropwise, and the reaction mixture was heated to 45° C. overnight. TLC showed the reaction was complete. The reaction was quenched with the saturated NH4Cl, the mixture was extracted with EtOAc, and then washed with water and brine. A... Starting materials: CC(C)(C)[Si](C)(C)OC(CCCCCCc1ccccc1)c1ncco1, [Li]C(C)(C)C, C1CCOC1, CI, CCOC(C)=O. Product: Cc1cnc(C(CCCCCCc2ccccc2)O[Si](C)(C)C(C)(C)C)o1. As a reaction SMILES: [C:1]([CH3:2])([CH3:3])([CH3:4])[Si:5]([O:6][CH:7]([CH2:8][CH2:9][CH2:10][CH2:11][CH2:12][CH2:13][c:14]1[cH:15][cH:16][cH:17][cH:18][cH:19]1)[c:20]1[o:21][cH:22][cH:23][n:24]1)([CH3:25])[CH3:26].[C:27]([Li:28])([CH3:29])([CH3:30])[CH3:31].[CH2:34]1[O:35][CH2:36][CH2:37][CH2:38]1.[CH3:32][I:33].[CH3:39][CH2:40][O:41][C:42]([CH3:43])=[O:44]>>[C:1]([CH3:2])([CH3:3])([CH3:4])[Si:5]([O:6][CH:7]([CH2:8][CH2:9][CH2:10][CH2:11][CH2:12][CH2:13][c:14]1[cH:15][cH:16][cH:17][cH:18][cH:19]1)[c:20]1[o:21][c:22]([CH3:27])[cH:23][n:24]1)([CH3:25])[CH3:26]. Reactants: FC1=CC2=C(C(=NO2)C2=CC=C(C=C2)OC[C@@H]2OC2)C=C1 ((R)-6-fluoro-3-(4-oxiranylmethoxy-phenyl)-benzo[d]isoxazole), CN(C=O)C (dimethylformamide). The solvent is C(CC1=CC=CC=C1)N (phenethylamine), C(C)O (ethanol). Product: FC1=CC2=C(C(=NO2)C2=CC=C(OC[C@@H](CNCCC3=CC=CC=C3)O)C=C2)C=C1 ((R)-1-[4-(6-fluoro-benzo[d]isoxazol-3-yl)-phenoxy]-3-phenethylamino-propan-2-ol). As a reaction SMILES: [F:1][C:2]1[CH:21]=[CH:20][C:5]2[C:6]([C:9]3[CH:14]=[CH:13][C:12]([O:15][CH2:16][C@H:17]4[CH2:19][O:18]4)=[CH:11][CH:10]=3)=[N:7][O:8][C:4]=2[CH:3]=1.C[N:23]([CH3:26])C=O>C(N)CC1C=CC=CC=1.C(O)C>[F:1][C:2]1[CH:21]=[CH:20][C:5]2[C:6]([C:9]3[CH:10]=[CH:11][C:12]([O:15][CH2:16][C@H:17]([OH:18])[CH2:19][NH:23][CH2:26][CH2:6][C:5]4[CH:20]=[CH:21][CH:2]=[CH:3][CH:4]=4)=[CH:13][CH:14]=3)=[N:7][O:8][C:4]=2[CH:3]=1. Reported procedure: The title compound is prepared from a mixture of (R)-6-fluoro-3-(4-oxiranylmethoxy-phenyl)-benzo[d]isoxazole in dimethylformamide and phenethylamine in ethanol, essentially as described above in Example 70. Purity by LC/MS=100%, [M+H]+=407. Reactants: C(C1=CC=CC=C1)OC=1C=C(C=C(C1)C1=CC=C(C=C1)C(F)(F)F)CC(=O)O ((5-benzyloxy-4′-trifluoromethyl-biphenyl-3-yl)-acetic acid), CN1CCOCC1 (N-methyl morpholine), CC(C(=O)Cl)(C)C (trimethylacetyl chloride), C(C1=CC=CC=C1)[C@H]1NC(OC1)=O ((R)-(+)-4-benzyl-2-oxazolidinone), [Li]CCCC (nBuLi), anhydride. Run in C1CCOC1 (THF), C1CCOC1 (THF). Run at temperature 0 celsius, time 1 hour. Product: C(C1=CC=CC=C1)C1N(C(OC1)=O)C(CC=1C=C(C=C(C1)OCC1=CC=CC=C1)C1=CC=C(C=C1)C(F)(F)F)=O (4-benzyl-3-[2-(5-benzyloxy-4′-trifluoromethyl-biphenyl-3-yl)-acetyl]-oxazolidin-2-one). The yield is 71.6%. As a reaction SMILES: [CH2:1]([O:8][C:9]1[CH:10]=[C:11]([CH2:25][C:26](O)=[O:27])[CH:12]=[C:13]([C:15]2[CH:20]=[CH:19][C:18]([C:21]([F:24])([F:23])[F:22])=[CH:17][CH:16]=2)[CH:14]=1)[C:2]1[CH:7]=[CH:6][CH:5]=[CH:4][CH:3]=1.CN1CCOCC1.CC(C)(C)C(Cl)=O.[CH2:43]([C@@H:50]1[CH2:54][O:53][C:52](=[O:55])[NH:51]1)[C:44]1[CH:49]=[CH:48][CH:47]=[CH:46][CH:45]=1.[Li]CCCC>C1COCC1>[CH2:43]([CH:50]1[CH2:54][O:53][C:52](=[O:55])[N:51]1[C:26](=[O:27])[CH2:25][C:11]1[CH:12]=[C:13]([C:15]2[CH:20]=[CH:19][C:18]([C:21]([F:23])([F:22])[F:24])=[CH:17][CH:16]=2)[CH:14]=[C:9]([O:8][CH2:1][C:2]2[CH:7]=[CH:6][CH:5]=[CH:4][CH:3]=2)[CH:10]=1)[C:44]1[CH:45]=[CH:46][CH:47]=[CH:48][CH:49]=1. Procedure details: To a mechanically stirred solution of (5-benzyloxy-4′-trifluoromethyl-biphenyl-3-yl)-acetic acid (20 g, 52 mmol) in THF (104 mL) at −78° C. was added N-methyl morpholine (NMM) (6.3 mL, 57 mmol) and trimethylacetyl chloride (7.0 mL, 57 mmol) maintaining the internal temperature below −70° C. This mixture was stirred at −78° C. for 15 minute and 0° C. at 1 h. The white solid was filtered off to receive the anhydride in the filtrate which was cooled back to −78° C. In a separate flask, to a solutio... The product is CC(=O)Nc1c(N2CCOCC2)nc(N2CCN(c3ccccc3)CC2)nc1N1CCOCC1. Reaction SMILES: [CH3:32][C:33](=[O:34])[O:35][C:36](=[O:37])[CH3:38].[NH2:1][c:2]1[c:3]([N:26]2[CH2:27][CH2:28][O:29][CH2:30][CH2:31]2)[n:4][c:5]([N:14]2[CH2:15][CH2:16][N:17]([c:20]3[cH:21][cH:22][cH:23][cH:24][cH:25]3)[CH2:18][CH2:19]2)[n:6][c:7]1[N:8]1[CH2:9][CH2:10][O:11][CH2:12][CH2:13]1.[cH:39]1[cH:40][cH:41][n:42][cH:43][cH:44]1>>[NH:1]([c:2]1[c:3]([N:26]2[CH2:27][CH2:28][O:29][CH2:30][CH2:31]2)[n:4][c:5]([N:14]2[CH2:15][CH2:16][N:17]([c:20]3[cH:21][cH:22][cH:23][cH:24][cH:25]3)[CH2:18][CH2:19]2)[n:6][c:7]1[N:8]1[CH2:9][CH2:10][O:11][CH2:12][CH2:13]1)[C:33]([CH3:32])=[O:34]. Reactants: CC(=O)OC(C)=O, Nc1c(N2CCOCC2)nc(N2CCN(c3ccccc3)CC2)nc1N1CCOCC1, c1ccncc1. The reactants are CC12CCC3c4ccc(OCc5ccccc5)cc4CCC3C1CC(CCCCCCCCCCCBr)C2O, C1CCOC1. The product is CC12CCC3c4ccc(O)cc4CCC3C1CC(CCCCCCCCCCCBr)C2O. As a reaction SMILES: [CH2:1]([c:2]1[cH:3][cH:4][cH:5][cH:6][cH:7]1)[O:8][c:9]1[cH:10][c:11]2[c:24]([cH:25][cH:26]1)[CH:23]1[CH:14]([CH2:13][CH2:12]2)[CH:15]2[CH2:16][CH:17]([CH2:28][CH2:29][CH2:30][CH2:31][CH2:32][CH2:33][CH2:34][CH2:35][CH2:36][CH2:37][CH2:38][Br:39])[CH:18]([OH:27])[C:19]2([CH3:20])[CH2:21][CH2:22]1.[CH2:40]1[O:41][CH2:42][CH2:43][CH2:44]1>>[OH:8][c:9]1[cH:10][c:11]2[c:24]([cH:25][cH:26]1)[CH:23]1[CH:14]([CH2:13][CH2:12]2)[CH:15]2[CH2:16][CH:17]([CH2:28][CH2:29][CH2:30][CH2:31][CH2:32][CH2:33][CH2:34][CH2:35][CH2:36][CH2:37][CH2:38][Br:39])[CH:18]([OH:27])[C:19]2([CH3:20])[CH2:21][CH2:22]1.